Dataset: the Open Reaction Database (ORD), a public repository of structured organic reaction records. Task: describe an organic reaction: reactants, conditions, products, and yield The reactants are Cc1nc2sccn2c(=O)c1-c1ccc(C(F)(F)F)cc1, CC[O-], CCO, COc1cccc(C=O)c1OCC1CCC1, [Na+]. The product is COc1cccc(C=Cc2nc3sccn3c(=O)c2-c2ccc(C(F)(F)F)cc2)c1OCC1CCC1. As a reaction SMILES: [CH3:1][c:2]1[n:3][c:4]2[n:5]([c:6](=[O:18])[c:7]1-[c:8]1[cH:9][cH:10][c:11]([C:14]([F:15])([F:16])[F:17])[cH:12][cH:13]1)[cH:19][cH:20][s:21]2.[CH3:39][CH2:40][O-:41].[CH3:42][CH2:43][OH:44].[CH:22]1([CH2:26][O:27][c:28]2[c:29]([CH:30]=[O:31])[cH:32][cH:33][cH:34][c:35]2[O:36][CH3:37])[CH2:23][CH2:24][CH2:25]1.[Na+:38]>>[CH:1]([c:2]1[n:3][c:4]2[n:5]([c:6](=[O:18])[c:7]1-[c:8]1[cH:9][cH:10][c:11]([C:14]([F:15])([F:16])[F:17])[cH:12][cH:13]1)[cH:19][cH:20][s:21]2)=[CH:30][c:29]1[c:28]([O:27][CH2:26][CH:22]2[CH2:23][CH2:24][CH2:25]2)[c:35]([O:36][CH3:37])[cH:34][cH:33][cH:32]1. Starting materials: C1CCOC1, CC(=O)OC(C)=O, O=CO, CCOC(=O)C(N)C#N. The product is CCOC(=O)C(C#N)NC=O. As a reaction SMILES: [CH2:20]1[O:21][CH2:22][CH2:23][CH2:24]1.[CH3:4][C:5]([O:6][C:7]([CH3:8])=[O:9])=[O:10].[CH:1](=[O:2])[OH:3].[NH2:11][CH:12]([C:13](=[O:14])[O:15][CH2:16][CH3:17])[C:18]#[N:19]>>[CH:1](=[O:2])[NH:11][CH:12]([C:13](=[O:14])[O:15][CH2:16][CH3:17])[C:18]#[N:19]. Starting materials: BrC1=C(C=C(C=C1C1CCCCC1)C1CCCCC1)C1CCCCC1 (2-bromo-1,3,5-tricyclohexylbenzene), Cl (Hydrochloric acid), C(=O)=O (dry ice), C(=O)=O (dry ice). Product: Grignard reagent, C1(CCCCC1)C1=C(C(=O)O)C(=CC(=C1)C1CCCCC1)C1CCCCC1 (2,4,6-tricyclohexylbenzoic acid). Isolated yield 80.0%. As a reaction SMILES: Br[C:2]1[C:7]([CH:8]2[CH2:13][CH2:12][CH2:11][CH2:10][CH2:9]2)=[CH:6][C:5]([CH:14]2[CH2:19][CH2:18][CH2:17][CH2:16][CH2:15]2)=[CH:4][C:3]=1[CH:20]1[CH2:25][CH2:24][CH2:23][CH2:22][CH2:21]1.[C:26](=[O:28])=[O:27].Cl>>[CH:20]1([C:3]2[CH:4]=[C:5]([CH:14]3[CH2:19][CH2:18][CH2:17][CH2:16][CH2:15]3)[CH:6]=[C:7]([CH:8]3[CH2:9][CH2:10][CH2:11][CH2:12][CH2:13]3)[C:2]=2[C:26]([OH:28])=[O:27])[CH2:25][CH2:24][CH2:23][CH2:22][CH2:21]1. Reported procedure: A Grignard reagent was prepared from 28.4 g of 2-bromo-1,3,5-tricyclohexylbenzene (prepared in Synthesis Example 1-4) and poured to 300 g of dry ice, whereupon dry ice sublimated. Hydrochloric acid was added to the reaction mixture for quenching, followed by extraction with 200 g of isopropyl ether. The organic layer was taken out, washed with water, and combined with 150 g of 10 wt % sodium hydroxide aqueous solution. The aqueous layer was taken out, combined with 100 g of 35 wt % hydrochloric ... Reactants: C(C1=CC=CC=C1)OC(=O)NC(CC1=CC=CC=C1)C(=O)O (N-benzyloxycarbonyl-DL-phenylalanine), C(O)([O-])=O.[K+] (potassium hydrogencarbonate), CI (methyl iodide), O (water). Run in CN(C)C=O (DMF). Run at time 5 hour. Yields the product COC(C(NC(=O)OCC1=CC=CC=C1)CC1=CC=CC=C1)=O (N-benzyloxycarbonyl-DL-phenylalanine methyl ester). Yield: 101.0%. RXN SMILES: [CH2:1]([O:8][C:9]([NH:11][CH:12]([C:20]([OH:22])=[O:21])[CH2:13][C:14]1[CH:19]=[CH:18][CH:17]=[CH:16][CH:15]=1)=[O:10])[C:2]1[CH:7]=[CH:6][CH:5]=[CH:4][CH:3]=1.[C:23](=O)([O-])O.[K+].CI.O>CN(C=O)C>[CH3:23][O:21][C:20](=[O:22])[CH:12]([CH2:13][C:14]1[CH:19]=[CH:18][CH:17]=[CH:16][CH:15]=1)[NH:11][C:9]([O:8][CH2:1][C:2]1[CH:3]=[CH:4][CH:5]=[CH:6][CH:7]=1)=[O:10] |f:1.2|. Procedure details: To a solution of N-benzyloxycarbonyl-DL-phenylalanine (155 g, 0.518 mol) in DMF (800 mL) were added mortar-pulverized potassium hydrogencarbonate (104 g, 1.04 mol) and methyl iodide (53 mL, 0.86 mol), and the mixture was stirred at room temperature for 5 hours. This reaction mixture was added to water (1800 mL) and extracted with ethyl acetate-hexane (4:1). The extract was washed successively with 2 portions of water (500 mL each), 5% sodium sulfite aqueous solution (500 ml) and saturated brine ... Reactants: OC=1C2=C(N=CN1)C=NC(=N2)SC (4-hydroxy-6-methylthio-pyrimido[5,4-d]pyrimidine), C[Si](N[Si](C)(C)C)(C)C (hexamethyldisilazane), ClC=1C=C(N)C=CC1F (3-chloro-4-fluoro-aniline), O.C1(=CC=C(C=C1)S(=O)(=O)O)C (p-toluenesulphonic acid hydrate). Solvent: CO (methanol). Product: ClC=1C=C(C=CC1F)NC=1C2=C(N=CN1)C=NC(=N2)SC (4-[(3-Chloro-4-fluoro-phenyl)amino]-6-methylthio-pyrimido[5,4-d]pyrimidine). As a reaction SMILES: O[C:2]1[C:3]2[N:11]=[C:10]([S:12][CH3:13])[N:9]=[CH:8][C:4]=2[N:5]=[CH:6][N:7]=1.C[Si](C)(C)N[Si](C)(C)C.[Cl:23][C:24]1[CH:25]=[C:26]([CH:28]=[CH:29][C:30]=1[F:31])[NH2:27].O.C1(C)C=CC(S(O)(=O)=O)=CC=1>CO>[Cl:23][C:24]1[CH:25]=[C:26]([NH:27][C:2]2[C:3]3[N:11]=[C:10]([S:12][CH3:13])[N:9]=[CH:8][C:4]=3[N:5]=[CH:6][N:7]=2)[CH:28]=[CH:29][C:30]=1[F:31] |f:3.4|. Procedure details: This compound may be obtained in the following way: a mixture of 10 g 4-hydroxy-6-methylthio-pyrimido[5,4-d]pyrimidine, 16 ml hexamethyldisilazane, 32.5 g 3-chloro-4-fluoro-aniline and 1 g p-toluenesulphonic acid hydrate are heated at boiling point for 12 hours. Then 500 ml methanol is added and the mixture heated at boiling point for a further hour. The solvents are distilled off in a rotary evaporator, the residue is dissolved in methylene chloride, the solution is extracted with 100 ml 2N sod... Procedure details: Prepare by the method of Example 59.1 using 2-methoxy-5-(3,5-dimethyl-4H-triazol-1-yl)benzoic acid and 3-(2-(4-(1-(2-ethoxyethyl)-1H-benzimidazol-2-yl-amino)piperidin-1-yl)ethyl)-3-phenylpyrrolidine hydrochloric acid salt (prepared from (−)-3-phenyl-3-(2-hydroxyethyl)pyrrolidine (R,R)-di-p-anisoyltartaric acid salt) to give the title compound. Starting materials: COC1=C(C(=O)O)C=C(C=C1)N1NN(CC1C)C (2-methoxy-5-(3,5-dimethyl-4H-triazol-1-yl)benzoic acid), Cl.C(C)OCCN1C(=NC2=C1C=CC=C2)NC2CCN(CC2)CCC2(CNCC2)C2=CC=CC=C2 (3-(2-(4-(1-(2-ethoxyethyl)-1H-benzimidazol-2-yl-amino)piperidin-1-yl)ethyl)-3-phenylpyrrolidine hydrochloric acid salt). As a reaction SMILES: [CH3:1][O:2][C:3]1[CH:11]=[CH:10][C:9]([N:12]2[CH:16]([CH3:17])[CH2:15][N:14]([CH3:18])[NH:13]2)=[CH:8][C:4]=1[C:5]([OH:7])=O.Cl.[CH2:20]([O:22][CH2:23][CH2:24][N:25]1[C:29]2[CH:30]=[CH:31][CH:32]=[CH:33][C:28]=2[N:27]=[C:26]1[NH:34][CH:35]1[CH2:40][CH2:39][N:38]([CH2:41][CH2:42][C:43]2([C:48]3[CH:53]=[CH:52][CH:51]=[CH:50][CH:49]=3)[CH2:47][CH2:46][NH:45][CH2:44]2)[CH2:37][CH2:36]1)[CH3:21]>>[CH3:1][O:2][C:3]1[CH:11]=[CH:10][C:9]([N:12]2[CH:16]([CH3:17])[CH2:15][N:14]([CH3:18])[NH:13]2)=[CH:8][C:4]=1[C:5]([N:45]1[CH2:46][CH2:47][C:43]([CH2:42][CH2:41][N:38]2[CH2:39][CH2:40][CH:35]([NH:34][C:26]3[N:25]([CH2:24][CH2:23][O:22][CH2:20][CH3:21])[C:29]4[CH:30]=[CH:31][CH:32]=[CH:33][C:28]=4[N:27]=3)[CH2:36][CH2:37]2)([C:48]2[CH:53]=[CH:52][CH:51]=[CH:50][CH:49]=2)[CH2:44]1)=[O:7] |f:1.2|. Product: COC1=C(C(=O)N2CC(CC2)(C2=CC=CC=C2)CCN2CCC(CC2)NC2=NC3=C(N2CCOCC)C=CC=C3)C=C(C=C1)N1NN(CC1C)C (1-(2-methoxy-5-(3,5-dimethyl-4H-triazol-1-yl)benzoyl)-3-(2-(4-(1-(2-ethoxyethyl)-1H-benzimidazol-2-yl-amino)piperidin-1-yl)ethyl)-3-phenylpyrrolidine). The reactants are ClC1=CC=C(C=C1)[N+](=O)[O-] (4-chloronitrobenzene). Reagents/catalysts: [Zn] (Zinc), [Zn] (zinc), [Zn] (zinc). The solvent is [OH-].[Na+] (NaOH), [OH-].[Na+] (NaOH), O (water). Run at temperature 60 celsius, time 18 hour. The product is ClC1=CC=C(C=C1)NNC1=CC=C(C=C1)Cl (4,4'-Dichlorohydrazobenzene). Yield: 62.2%. As a reaction SMILES: [Cl:1][C:2]1[CH:7]=[CH:6][C:5]([N+:8]([O-])=O)=[CH:4][CH:3]=1>[OH-].[Na+].O.[Zn]>[Cl:1][C:2]1[CH:7]=[CH:6][C:5]([NH:8][NH:8][C:5]2[CH:6]=[CH:7][C:2]([Cl:1])=[CH:3][CH:4]=2)=[CH:4][CH:3]=1 |f:1.2|. Reported procedure: A suspension of 4-chloronitrobenzene (2.5 g, 15.9 mM) in 50% aqueous NaOH (1 mL, 12.5 mM) was warmed to 60° C. Zinc dust (3 g, 46 mM) was added in portions at such a rate as to keep the reaction temperature below 80° C. After all the zinc had been added, the reaction mixture was diluted with 20% NaOH (6 mL, 30 mM) and water (10 mL). A second portion of zinc dust (4 g, 62 mM) was then added in one portion. The resulting reaction mixture was stirred at 80° C. for approximately 18 hrs. The mixture ... Starting materials: CO, [H][H], COC(=O)c1cc([N+](=O)[O-])c(C(C)(C)C)cc1C(=O)OC. The product is COC(=O)c1cc(N)c(C(C)(C)C)cc1C(=O)OC. Reaction SMILES: [CH3:24][OH:25].[H:22][H:23].[N+:1]([O-:2])(=[O:3])[c:4]1[cH:5][c:6]([C:18](=[O:19])[O:20][CH3:21])[c:7]([C:8](=[O:9])[O:10][CH3:11])[cH:12][c:13]1[C:14]([CH3:15])([CH3:16])[CH3:17]>>[NH2:1][c:4]1[cH:5][c:6]([C:18](=[O:19])[O:20][CH3:21])[c:7]([C:8](=[O:9])[O:10][CH3:11])[cH:12][c:13]1[C:14]([CH3:15])([CH3:16])[CH3:17]. Reactants: C(CCC)[Li] (n-butyl lithium), solution, C1(=CC=CC=C1)S(=O)(=O)C1=CC=C(C=C1)C#C (4-phenylsulfonylphenylethyne), FC(C(=O)CF)(F)F (1,1,1,3-tetrafluoroacetone), C(C)OCC (diethyl ether). The solvent is hexanes, O1CCCC1 (tetrahydrofuran). Conditions: time 5 minute. Yields the product FC(C(C#CC1=CC=C(C=C1)S(=O)(=O)C1=CC=CC=C1)(CF)O)(F)F (4,4,4-Trifluoro-3-hydroxy-3-fluoromethyl-1-(4-phenylsulfonylphenyl)but-1-yne). As a reaction SMILES: [C:1]1([S:7]([C:10]2[CH:15]=[CH:14][C:13]([C:16]#[CH:17])=[CH:12][CH:11]=2)(=[O:9])=[O:8])[CH:6]=[CH:5][CH:4]=[CH:3][CH:2]=1.C([Li])CCC.[F:23][C:24]([F:30])([F:29])[C:25]([CH2:27][F:28])=[O:26].C(OCC)C>O1CCCC1>[F:23][C:24]([F:30])([F:29])[C:25]([OH:26])([CH2:27][F:28])[C:17]#[C:16][C:13]1[CH:12]=[CH:11][C:10]([S:7]([C:1]2[CH:2]=[CH:3][CH:4]=[CH:5][CH:6]=2)(=[O:9])=[O:8])=[CH:15][CH:14]=1. Reported procedure: To a cooled (-78° C.) solution of 4-phenylsulfonylphenylethyne (1.68 g) in anhydrous tetrahydrofuran (70 mL) was added n-butyl lithium (3.06 mL of a 2.5 M solution in hexanes). The solution was stirred for 15 minutes at -78° C. before 1,1,1,3-tetrafluoroacetone (2.96 mL of a 40% diethyl ether solution) was added. The reaction mixture was kept at -78° C. for five minutes before quenching with 2N hydrochloric acid. Diethyl ether was added and the aqueous layer extracted further with diethyl ether.... Starting materials: O=C(O)C(O)C(O)C(=O)O, CC(C)(C)OC(=O)N1CC2CNCC(C2)C1, ClCCl, N#Cc1ccc(OCC2CO2)cc1. Product: O=C(O)C(O)C(O)C(=O)O, CC(C)(C)OC(=O)N1CC2CC(CN(CC(O)COc3ccc(C#N)cc3)C2)C1. Reaction SMILES: [C:30]([CH:31]([OH:32])[CH:33]([OH:34])[C:35](=[O:36])[OH:37])(=[O:38])[OH:39].[CH:14]12[CH2:15][N:16]([C:23](=[O:24])[O:25][C:26]([CH3:27])([CH3:28])[CH3:29])[CH2:17][CH:18]([CH2:19][NH:20][CH2:21]1)[CH2:22]2.[Cl:40][CH2:41][Cl:42].[O:1]1[CH:2]([CH2:4][O:5][c:6]2[cH:7][cH:8][c:9]([C:10]#[N:11])[cH:12][cH:13]2)[CH2:3]1>>[C:30]([CH:31]([OH:32])[CH:33]([OH:34])[C:35](=[O:36])[OH:37])(=[O:38])[OH:39].[OH:1][CH:2]([CH2:3][N:20]1[CH2:19][CH:18]2[CH2:17][N:16]([C:23](=[O:24])[O:25][C:26]([CH3:27])([CH3:28])[CH3:29])[CH2:15][CH:14]([CH2:21]1)[CH2:22]2)[CH2:4][O:5][c:6]1[cH:7][cH:8][c:9]([C:10]#[N:11])[cH:12][cH:13]1.